Task: describe an organic reaction: reactants, conditions, products, and yield. Dataset: the Open Reaction Database (ORD), a public repository of structured organic reaction records Product: FC1=CC=C2C(NC(=NC2=C1)C=1C=NC=CC1)=O (7-fluoro-2-(3-pyridyl)quinazolin-4-one). Procedure: To a suspension of the benzamide compound (1.6 g, prepared in Reference example 3) in 60 mL of toluene was added sodium methoxide (853 mg). The solution was heated to reflux for one to three days. After cooling to room temperature, the mixture was quenched with ammonium chloride solution (30 mL) with a vigorously shaking. The mixture was cooled in refrigerator and the insoluble product was collected by filtration and dried in vacuum to give the title compound (1.39 g) as a white solid having the... As a reaction SMILES: [F:1][C:2]1[CH:10]=[CH:9][C:5]([C:6]([NH2:8])=[O:7])=[C:4]([NH:11][C:12]([C:14]2[CH:15]=[N:16][CH:17]=[CH:18][CH:19]=2)=O)[CH:3]=1.C[O-].[Na+]>C1(C)C=CC=CC=1>[F:1][C:2]1[CH:3]=[C:4]2[C:5]([C:6](=[O:7])[NH:8][C:12]([C:14]3[CH:15]=[N:16][CH:17]=[CH:18][CH:19]=3)=[N:11]2)=[CH:9][CH:10]=1 |f:1.2|. Solvent: C1(=CC=CC=C1)C (toluene). The yield is 93.4%. Reactants: FC1=CC(=C(C(=O)N)C=C1)NC(=O)C=1C=NC=CC1 (4-fluoro-2-[N-(3-pyridylcarbonyl)amino]benzamide), C[O-].[Na+] (sodium methoxide). Starting materials: hydrochloride salt, N (NH3), ON=C(C1=CN=CC=C1)Cl (N-Hydroxynicotinimidoyl chloride), C(#C)C1=CC(=CC=C1)C (1-ethynyl-3-methylbenzene). Product: N1=CC(=CC=C1)C1=NOC(=C1)C=1C=C(C=CC1)C (3-(Pyridin-3-yl)-5-m-tolylisoxazole). As a reaction SMILES: [OH:1][N:2]=[C:3](Cl)[C:4]1[CH:9]=[CH:8][CH:7]=[N:6][CH:5]=1.[C:11]([C:13]1[CH:18]=[CH:17][CH:16]=[C:15]([CH3:19])[CH:14]=1)#[CH:12].N>>[N:6]1[CH:7]=[CH:8][CH:9]=[C:4]([C:3]2[CH:12]=[C:11]([C:13]3[CH:14]=[C:15]([CH3:19])[CH:16]=[CH:17][CH:18]=3)[O:1][N:2]=2)[CH:5]=1. Reported procedure: The titled compound was prepared as the hydrochloride salt according to Method CB using the product of Example 1A (78 mg, 0.5 mmol) and 1-ethynyl-3-methylbenzene (Aldrich, 58 mg, 0.5 mmol). 1H NMR (300 MHz, DMSO-d6) δ 2.42 (s, 3H), 7.37 (d, J=7.7 Hz, 1H), 7.48 (t, J=7.6 Hz, 1H), 7.67 (ddd, J=8.0, 4.9, 0.7 Hz, 1 H), 7.74-7.84 (m, 3H), 8.38 (dt, J=7.9, 2.0 Hz, 1H), 8.76 (dd, J=4.7, 1.7 Hz, 1H), 9.15 (d, J=1.7 Hz, 1H) ppm; MS (DCI/NH3) m/z 237 (M+H)+. Reaction SMILES: FC(F)(F)C(O)=O.[CH3:8][O:9][C:10](=[O:45])[CH2:11][NH:12][C:13](=[O:44])[C@H:14]([CH2:39][O:40][CH2:41][CH:42]=[CH2:43])[NH:15][C:16](=[O:38])[C@H:17]([CH:35]([CH3:37])[CH3:36])[NH:18][C:19](=[O:34])[C@H:20]([CH:31]([CH3:33])[CH3:32])[NH:21][C:22](=[O:30])[C@H:23]([CH2:25][O:26][CH2:27][CH:28]=[CH2:29])[NH2:24].[C:46]([O:50][C:51]([N:53]1[CH2:67][CH2:66][CH2:65][C@H:54]1[C:55]([N:57]1[CH2:64][CH2:63][CH2:62][C@H:58]1[C:59](O)=[O:60])=[O:56])=[O:52])([CH3:49])([CH3:48])[CH3:47].C1C=C2N=NN(O)C2=CC=1.O.C(N(CC)C(C)C)(C)C.CCN=C=NCCCN(C)C.Cl>C(Cl)Cl>[CH3:8][O:9][C:10](=[O:45])[CH2:11][NH:12][C:13](=[O:44])[C@H:14]([CH2:39][O:40][CH2:41][CH:42]=[CH2:43])[NH:15][C:16](=[O:38])[C@H:17]([CH:35]([CH3:36])[CH3:37])[NH:18][C:19](=[O:34])[C@H:20]([CH:31]([CH3:33])[CH3:32])[NH:21][C:22](=[O:30])[C@H:23]([CH2:25][O:26][CH2:27][CH:28]=[CH2:29])[NH:24][C:59](=[O:60])[C@@H:58]1[CH2:62][CH2:63][CH2:64][N:57]1[C:55](=[O:56])[C@@H:54]1[CH2:65][CH2:66][CH2:67][N:53]1[C:51]([O:50][C:46]([CH3:47])([CH3:49])[CH3:48])=[O:52] |f:0.1,3.4,6.7|. Yields the product COC(CNC([C@@H](NC([C@@H](NC([C@@H](NC([C@@H](NC([C@H]1N(CCC1)C([C@H]1N(CCC1)C(=O)OC(C)(C)C)=O)=O)COCC=C)=O)C(C)C)=O)C(C)C)=O)COCC=C)=O)=O (N-tert-butoxycarbonyl L-prolyl L-prolyl O-allyl L-seryl L-valyl L-valyl O-allyl L-seryl glycine methyl ester). Yield: 73.0%. Reaction conditions: time 21 hour. The solvent is C(Cl)Cl (CH2Cl2), C(Cl)Cl (CH2Cl2), C(Cl)Cl (CH2Cl2), C(Cl)Cl (CH2Cl2). Procedure details: O-allyl L-seryl L-valyl L-valyl O-allyl L-seryl glycine methyl ester trifluoroacetate 32 (SEQ ID NO: 1) (0.524 g, 0.799 mmol), N-tert-butoxycarbonyl L-prolyl L-proline 2 (0.250 g, 0.800 mmol) and HOBt hydrate (0.122 g, 0.797 mmol) were dissolved in CH2Cl2 (5 mL). N,N-diisopropylethyl amine (0.103 g, 0.797 mmol) dissolved in CH2Cl2 (5 mL) was added. At this stage the reaction mixture turned into a gel. EDC hydrochloride (0.169 g, 0.882 mmol) was added in portions together with an additional 5 mL ... Reactants: C(C)(C)N(C(C)C)CC (N,N-diisopropylethyl amine), FC(C(=O)O)(F)F.COC(CNC([C@@H](NC([C@@H](NC([C@@H](NC([C@@H](N)COCC=C)=O)C(C)C)=O)C(C)C)=O)COCC=C)=O)=O (O-allyl L-seryl L-valyl L-valyl O-allyl L-seryl glycine methyl ester trifluoroacetate), C(C)(C)(C)OC(=O)N1[C@H](C(=O)N2[C@H](C(=O)O)CCC2)CCC1 (N-tert-butoxycarbonyl L-prolyl L-proline), C1=CC=C2C(=C1)N=NN2O.O (HOBt hydrate), CCN=C=NCCCN(C)C.Cl (EDC hydrochloride). The reactants are ClC1=CC=C2C(=CC=NC2=C1[N+](=O)[O-])OC (7-Chloro-4-methoxy-8-nitro-quinoline), ClC1=CC=C2C(=CC=NC2=C1[N+](=O)[O-])OC (7-Chloro-4-methoxy-8-nitro-quinoline). The reagents and catalysts are [Pd] (palladium on carbon). The solvent is CCO (EtOH). Conditions: time 8 hour. The product is ClC1=CC=C2C(=CC=NC2=C1N)OC (7-Chloro-4-methoxy-quinolin-8-ylamine). The yield is 107.2%. Reaction SMILES: [Cl:1][C:2]1[C:11]([N+:12]([O-])=O)=[C:10]2[C:5]([C:6]([O:15][CH3:16])=[CH:7][CH:8]=[N:9]2)=[CH:4][CH:3]=1>[Pd].CCO>[Cl:1][C:2]1[C:11]([NH2:12])=[C:10]2[C:5]([C:6]([O:15][CH3:16])=[CH:7][CH:8]=[N:9]2)=[CH:4][CH:3]=1. Procedure: 7-Chloro-4-methoxy-8-nitro-quinoline (Intermediate 69) (261 mg, 1.1 mmol) was treated with 10% palladium on carbon (11.6 mg, cat) in EtOH (20 ml) in a Parr pressure reaction system and placed under a hydrogen atmosphere at 5 Barr pressure whilst stirring overnight. The pressure was released and the catalyst removed by filtration through celite. The solvent was removed in vacuo to give the title compound (246 mg, 100%). The product is ClC1=C(C=C(C(=C1)C#N)OC)CCO (2-(2-chloro-4-cyano-5-methoxyphenyl)ethanol). RXN SMILES: C[O:2][C:3](=O)[CH2:4][C:5]1[CH:10]=[C:9]([O:11][CH3:12])[C:8]([C:13]#[N:14])=[CH:7][C:6]=1[Cl:15].[BH4-].[Li+]>C1COCC1.CCOCC>[Cl:15][C:6]1[CH:7]=[C:8]([C:13]#[N:14])[C:9]([O:11][CH3:12])=[CH:10][C:5]=1[CH2:4][CH2:3][OH:2] |f:1.2|. The solvent is CCOCC (ether), C1CCOC1 (THF). Conditions: time 16 hour. The reactants are COC(CC1=C(C=C(C(=C1)OC)C#N)Cl)=O (methyl(2-chloro-4-cyano-5-methoxyphenyl)acetate), [BH4-].[Li+] (lithium borohydride). Procedure details: To a solution of methyl(2-chloro-4-cyano-5-methoxyphenyl)acetate (200 mg, 0.835 mmol) in THF (5 mL) was added 2M lithium borohydride (0.835 mL, 1.67 mmol) and the reaction was stirred at RT for 16 hours. The reaction was diluted with ether and quenched into water containing 2N HCl. The mixture was extracted twice with ethyl acetate and the organic layers were washed with brine, dried over sodium sulfate and concentrated in vacuo. The product mixture was separated by MPLC (40+S; 20-60% ethyl acet... Starting materials: C(C)N(CC#C[C@H](CCCCC)OC(C)=O)CC (1-diethylamino-4(S)-acetoxy-2-nonyne), N#CBr (cyanogen bromide). The solvent is CCOCC (ether). Run at time 18 hour. The product is BrCC#C[C@H](CCCCC)OC(C)=O (1-bromo-4(S)-acetoxy-2-nonyne). As a reaction SMILES: C(N(CC)[CH2:4][C:5]#[C:6][C@@H:7]([O:13][C:14](=[O:16])[CH3:15])[CH2:8][CH2:9][CH2:10][CH2:11][CH3:12])C.N#C[Br:21]>CCOCC>[Br:21][CH2:4][C:5]#[C:6][C@@H:7]([O:13][C:14](=[O:16])[CH3:15])[CH2:8][CH2:9][CH2:10][CH2:11][CH3:12]. Procedure details: A solution of 1-diethylamino-4(S)-acetoxy-2-nonyne (50.6 g., 0.20 mole) and cyanogen bromide (21.2 g., 0.20 mole) in ether (250 ml.) is allowed to stand at 25°-27° C. for 18 hours. The ether solution is washed with 5% hydrochloric acid solution, water, and brine and dried over sodium sulfate. The ether is evaporated and the residual oil distilled. After a forerun of diethylcyanamide, there is collected 34.1 g. (65%) of 1-bromo-4(S)-acetoxy-2-nonyne, b.p. 97°-105°/0.2 mm.; [α]D26 -83° (C 3.7, CHC... Starting materials: C(C)OC=CC(CC#N)(C(F)(F)F)O (5-ethoxy-3-hydroxy-3-(trifluoromethyl)pent-4-enenitrile), N (ammonia). Conditions: temperature 125 celsius. Yields the product NC1=NC=CC(=C1)C(F)(F)F (2-amino-4-(trifluoromethyl)pyridine). Yield: 67.9%. Reaction SMILES: C(O[CH:4]=[CH:5][C:6](O)([C:10]([F:13])([F:12])[F:11])[CH2:7][C:8]#[N:9])C.[NH3:15]>>[NH2:15][C:4]1[CH:5]=[C:6]([C:10]([F:13])([F:12])[F:11])[CH:7]=[CH:8][N:9]=1. Procedure details: 50 g of 5-ethoxy-3-hydroxy-3-(trifluoromethyl)pent-4-enenitrile were mixed with 600 g of aqueous ammonia (25%), and the resulting mixture was heated to 125° C. in an autoclave for 24 h, in the course of which a pressure of approx. 14 bar built up. Subsequently, the reaction mixture was cooled and the resulting biphasic mixture was extracted repeatedly with dichloromethane. The combined organic phases were cautiously concentrated by rotary evaporation, and the product was subsequently recrystalli...